From a dataset of the Open Reaction Database (ORD), a public repository of structured organic reaction records. describe an organic reaction: reactants, conditions, products, and yield The reactants are FC1=CC=C(CNC(=O)C=2N=C3N(CC4CCC3(CC4)NC(OCC4=CC=CC=C4)=O)C(C2O)=O)C=C1 (benzyl (2-((4-fluorobenzyl)carbamoyl)-3-hydroxy-4-oxo-6,7,8,9-tetrahydro-7,10-ethanopyrimido[1,2-a]azepin-10(4H)-yl)carbamate), [H][H] (hydrogen). The reagents and catalysts are [Pd] (Pd/C). Solvent: CO (methanol). Yields the product NC12C=3N(CC(CC1)CC2)C(C(=C(N3)C(=O)NCC3=CC=C(C=C3)F)O)=O (10-Amino-N-(4-fluorobenzyl)-3-hydroxy-4-oxo-4,6,7,8,9,10-hexahydro-7,10-ethanopyrimido[1,2-a]azepine-2-carboxamide). Yield: 72.8%. RXN SMILES: [F:1][C:2]1[CH:37]=[CH:36][C:5]([CH2:6][NH:7][C:8]([C:10]2[N:11]=[C:12]3[C:18]4([NH:21]C(=O)OCC5C=CC=CC=5)[CH2:19][CH2:20][CH:15]([CH2:16][CH2:17]4)[CH2:14][N:13]3[C:32](=[O:35])[C:33]=2[OH:34])=[O:9])=[CH:4][CH:3]=1.[H][H]>CO.[Pd]>[NH2:21][C:18]12[CH2:17][CH2:16][CH:15]([CH2:20][CH2:19]1)[CH2:14][N:13]1[C:32](=[O:35])[C:33]([OH:34])=[C:10]([C:8]([NH:7][CH2:6][C:5]3[CH:4]=[CH:3][C:2]([F:1])=[CH:37][CH:36]=3)=[O:9])[N:11]=[C:12]21. Reported procedure: To a mixture of benzyl (2-((4-fluorobenzyl)carbamoyl)-3-hydroxy-4-oxo-6,7,8,9-tetrahydro-7,10-ethanopyrimido[1,2-a]azepin-10(4H)-yl)carbamate (300 mg, 0.59 mmol) in methanol (3 mL) was added 10% Pd/C (315 mg) and the mixture was stirred under balloon hydrogen atmosphere for 18 h. The mixture was then filtered through a pad of CELITE® and the pad washed with ethyl acetate. The filtrate was concentrated to afford the title compound (160 mg, 72% yield) as a light yellow solid. 1H NMR (500 MHz, DMSO... Reactants: OCCC1=CC=C(C=C1)OC(N(C1=CC=CC=C1)C)=O (methyl-phenyl-carbamic acid 4-(2-hydroxy-ethyl)-phenyl ester), SC1=NC=CC=C1 (2-mercaptopyridine). Product: S=C1N(C=CC=C1)CCC1=CC=C(C=C1)OC(N(C1=CC=CC=C1)C)=O (Methyl-phenyl-carbamic acid 4-[2-(2-thioxo-2H-pyridin-1-yl)-ethyl]-phenyl ester). The yield is 25.0%. Reaction SMILES: O[CH2:2][CH2:3][C:4]1[CH:9]=[CH:8][C:7]([O:10][C:11](=[O:20])[N:12]([CH3:19])[C:13]2[CH:18]=[CH:17][CH:16]=[CH:15][CH:14]=2)=[CH:6][CH:5]=1.[SH:21][C:22]1[CH:27]=[CH:26][CH:25]=[CH:24][N:23]=1>>[S:21]=[C:22]1[CH:27]=[CH:26][CH:25]=[CH:24][N:23]1[CH2:2][CH2:3][C:4]1[CH:9]=[CH:8][C:7]([O:10][C:11](=[O:20])[N:12]([CH3:19])[C:13]2[CH:18]=[CH:17][CH:16]=[CH:15][CH:14]=2)=[CH:6][CH:5]=1. Procedure details: The title compound was prepared in 25% yield as an oil using methyl-phenyl-carbamic acid 4-(2-hydroxy-ethyl)-phenyl ester and 2-mercaptopyridine. HPLC-MS: m/z=365.2 (M+1); Rt=4.08 min. Starting materials: COC(=O)c1c(Oc2nc(OC)cc(OC)n2)ccc2c(C)noc12, [Na+], [OH-], O. Product: COc1cc(OC)nc(Oc2ccc3c(C)noc3c2C(=O)O)n1. Reaction SMILES: [CH3:1][O:2][c:3]1[n:4][c:5]([O:11][c:12]2[c:13]([C:22](=[O:23])[O:24][CH3:25])[c:14]3[c:15]([c:16]([CH3:19])[n:17][o:18]3)[cH:20][cH:21]2)[n:6][c:7]([O:9][CH3:10])[cH:8]1.[Na+:27].[OH-:26].[OH2:28]>>[CH3:1][O:2][c:3]1[n:4][c:5]([O:11][c:12]2[c:13]([C:22](=[O:23])[OH:24])[c:14]3[c:15]([c:16]([CH3:19])[n:17][o:18]3)[cH:20][cH:21]2)[n:6][c:7]([O:9][CH3:10])[cH:8]1.